From a dataset of the Open Reaction Database (ORD), a public repository of structured organic reaction records. describe an organic reaction: reactants, conditions, products, and yield Reactants: CC(=O)OC(C)=O, CC(=O)O, Nc1ccc(S(=O)(=O)N(c2ccccc2)C2CCN(C3CCCCC3c3ccccc3)CC2)cc1. The product is CC(=O)Nc1ccc(S(=O)(=O)N(c2ccccc2)C2CCN(C3CCCCC3c3ccccc3)CC2)cc1. RXN SMILES: [CH3:36][C:37](=[O:38])[O:39][C:40](=[O:41])[CH3:42].[CH3:43][C:44](=[O:45])[OH:46].[NH2:1][c:2]1[cH:3][cH:4][c:5]([S:8](=[O:9])(=[O:10])[N:11]([CH:12]2[CH2:13][CH2:14][N:15]([CH:18]3[CH:19]([c:24]4[cH:25][cH:26][cH:27][cH:28][cH:29]4)[CH2:20][CH2:21][CH2:22][CH2:23]3)[CH2:16][CH2:17]2)[c:30]2[cH:31][cH:32][cH:33][cH:34][cH:35]2)[cH:6][cH:7]1>>[NH:1]([c:2]1[cH:3][cH:4][c:5]([S:8](=[O:9])(=[O:10])[N:11]([CH:12]2[CH2:13][CH2:14][N:15]([CH:18]3[CH:19]([c:24]4[cH:25][cH:26][cH:27][cH:28][cH:29]4)[CH2:20][CH2:21][CH2:22][CH2:23]3)[CH2:16][CH2:17]2)[c:30]2[cH:31][cH:32][cH:33][cH:34][cH:35]2)[cH:6][cH:7]1)[C:37]([CH3:36])=[O:38].